Dataset: the Open Reaction Database (ORD), a public repository of structured organic reaction records. Task: describe an organic reaction: reactants, conditions, products, and yield Reactants: FC=1C=C(C=CC1)/C=C(/C(=O)OCC)\C1=CC=NC=C1 (ethyl (E)-3-(3-fluorophenyl)-2-(4-pyridyl)-2-propenoate), Cl.NC(=N)N (guanidine hydrochloride), [Na] (Sodium). Solvent: C(C)O (ethanol). Run at time 2 hour. The product is NC1=NC(=C(C(N1)=O)C1=CC=NC=C1)C1=CC(=CC=C1)F (2-Amino-6-(3-fluorophenyl)-5-(4-pyridyl)-3,4-dihydro-4-pyrimidinone). Yield: 43.9%. RXN SMILES: [Na].[F:2][C:3]1[CH:4]=[C:5](/[CH:9]=[C:10](\[C:16]2[CH:21]=[CH:20][N:19]=[CH:18][CH:17]=2)/[C:11](OCC)=[O:12])[CH:6]=[CH:7][CH:8]=1.Cl.[NH2:23][C:24]([NH2:26])=[NH:25]>C(O)C>[NH2:25][C:24]1[NH:26][C:11](=[O:12])[C:10]([C:16]2[CH:21]=[CH:20][N:19]=[CH:18][CH:17]=2)=[C:9]([C:5]2[CH:6]=[CH:7][CH:8]=[C:3]([F:2])[CH:4]=2)[N:23]=1 |f:2.3,^1:0|. Procedure: Sodium (3.4 g, 147 mmol) was dissolved in ethanol (500 ml), and then ethyl (E)-3-(3-fluorophenyl)-2-(4-pyridyl)-2-propenoate (33 g, 121 mmol) and guanidine hydrochloride (13.9 g, 146 mmol) were added thereto, followed by heating under reflux for 13 hours. After cooling as it was, the solvent was removed. Tetrahydrofuran (500 ml) was added to the residue, the insoluble matters were filtered off, and the filtrate was concentrated. To a solution of the residue in tetrahydrofuran (1500 ml)-methanol ... The reactants are CC1=C(C=C(C(N1)=O)C#N)C(CCCC)=O (1,2-dihydro-6-methyl-2-oxo-5-(1-oxopentyl)-3-pyridinecarbonitrile), Cl.CON (methoxyamine hydrochloride), N1=CC=CC=C1 (pyridine). Solvent: CCO (EtOH). The product is CON=C(CCCC)C=1C=C(C(NC1C)=O)C#N (1,2-Dihydro-5-[1-(methoxyimino)pentyl]-6-methyl-2-oxo-3-pyridinecarbonitrile). As a reaction SMILES: [CH3:1][C:2]1[NH:7][C:6](=[O:8])[C:5]([C:9]#[N:10])=[CH:4][C:3]=1[C:11](=O)[CH2:12][CH2:13][CH2:14][CH3:15].Cl.[CH3:18][O:19][NH2:20].N1C=CC=CC=1>CCO>[CH3:18][O:19][N:20]=[C:11]([C:3]1[CH:4]=[C:5]([C:9]#[N:10])[C:6](=[O:8])[NH:7][C:2]=1[CH3:1])[CH2:12][CH2:13][CH2:14][CH3:15] |f:1.2|. Reported procedure: A mixture of 1,2-dihydro-6-methyl-2-oxo-5-(1-oxopentyl)-3-pyridinecarbonitrile (0.70 g, 0.0032 mol), methoxyamine hydrochloride (0.32 g, 0.0038 mol) and pyridine (2.0 ml) were heated and stirred at reflux in EtOH (30 ml) overnight. The solution was cooled to room temperature and concentrated on the rotary evaporator. The residue was diluted with H2O and the resulting solid collected by filtration. Recrystallization (MeOH-H2O) gave 0.38 g (48%) m.pt. 159-161.